This data is from the Open Reaction Database (ORD), a public repository of structured organic reaction records. The task is: describe an organic reaction: reactants, conditions, products, and yield Reactants: OC1C=2C=CC(=CC2C(CC1)(C)C)C#CC1=CC=C(C(=O)OCC)C=C1 (ethyl 4-[(5,6,7,8-tetrahydro-5-hydroxy-8,8-dimethylnaphth-2-yl)ethynyl]benzoate), OC1C=2C=CC(=CC2C(CC1)(C)C)C#CC1=CC=C(C(=O)OCC)C=C1 (ethyl 4-[(5,6,7,8-tetrahydro-5-hydroxy-8,8-dimethylnaphth-2-yl)ethynyl]benzoate), CC1(CCC(C=2C=C(C=CC12)C#CC1=CC=C(C(=O)OCC)C=C1)=O)C (ethyl 4-[(5,6,7,8-tetrahydro-8,8-dimethyl-5-oxonaphth-3-yl)ethynyl]benzoate), CC1(CCC(C=2C=C(C=CC12)C#CC1=CC=C(C(=O)OCC)C=C1)=O)C (ethyl 4-[(5,6,7,8-tetrahydro-8,8-dimethyl-5-oxonaphth-3-yl)ethynyl]benzoate). Yields the product OC1C=2C=C(C=CC2C(CC1)(C)C)C#CC1=CC=C(C(=O)OCC)C=C1 (Ethyl 4-[(5,6,7,8-tetrahydro-5-hydroxy-8,8-dimethyl-naphth-3-yl)ethynyl]benzoate). RXN SMILES: OC1CCC(C)(C)C2C=C(C#CC3C=CC(C(OCC)=O)=CC=3)C=CC1=2.[CH3:27][C:28]1([CH3:52])[C:37]2[CH:36]=[CH:35][C:34]([C:38]#[C:39][C:40]3[CH:50]=[CH:49][C:43]([C:44]([O:46][CH2:47][CH3:48])=[O:45])=[CH:42][CH:41]=3)=[CH:33][C:32]=2[C:31](=[O:51])[CH2:30][CH2:29]1>>[OH:51][CH:31]1[CH2:30][CH2:29][C:28]([CH3:27])([CH3:52])[C:37]2[CH:36]=[CH:35][C:34]([C:38]#[C:39][C:40]3[CH:41]=[CH:42][C:43]([C:44]([O:46][CH2:47][CH3:48])=[O:45])=[CH:49][CH:50]=3)=[CH:33][C:32]1=2. Procedure details: Employing the same general procedure as for the preparation of ethyl 4-[(5,6,7,8-tetrahydro-5-hydroxy-8,8-dimethylnaphth-2-yl)ethynyl]benzoate (Compound 9), 1 g (2.88 mmol) of ethyl 4-[(5,6,7,8-tetrahydro-8,8-dimethyl-5-oxonaphth-3-yl)ethynyl]benzoate (Compound 2) (was converted into the title compound using 60 mg (1.6 mmol) of sodium borohydride.